From a dataset of the Open Reaction Database (ORD), a public repository of structured organic reaction records. describe an organic reaction: reactants, conditions, products, and yield Reactants: BrCc1ccccc1, [H-], [Na+], CN(C)C=O, CCC(C(=O)OC(C)(C)C)N1CC(CO)CC1=O. Yields the product CCC(C(=O)OC(C)(C)C)N1CC(COCc2ccccc2)CC1=O. Reaction SMILES: [Br:21][CH2:22][c:23]1[cH:24][cH:25][cH:26][cH:27][cH:28]1.[H-:1].[Na+:2].[O:29]=[CH:30][N:31]([CH3:32])[CH3:33].[OH:3][CH2:4][CH:5]1[CH2:6][C:7](=[O:20])[N:8]([CH:10]([C:11](=[O:12])[O:13][C:14]([CH3:15])([CH3:16])[CH3:17])[CH2:18][CH3:19])[CH2:9]1>>[O:3]([CH2:4][CH:5]1[CH2:6][C:7](=[O:20])[N:8]([CH:10]([C:11](=[O:12])[O:13][C:14]([CH3:15])([CH3:16])[CH3:17])[CH2:18][CH3:19])[CH2:9]1)[CH2:22][c:23]1[cH:24][cH:25][cH:26][cH:27][cH:28]1. Starting materials: BrC1=C(C=C(C=C1)OC)[N+](=O)[O-] (4-bromo-3-nitroanisole), CC1(CC=C(CC1)B1OC(C(O1)(C)C)(C)C)C (2-(4,4-dimethylcyclohex-1-enyl)-4,4,5,5-tetramethyl-[1,3,2]dioxaborolane), P(=O)([O-])([O-])[O-].[K+].[K+].[K+] (tripotassium phosphate). The reagents and catalysts are C=1C=CC(=CC1)[P](C=2C=CC=CC2)(C=3C=CC=CC3)[Pd]([P](C=4C=CC=CC4)(C=5C=CC=CC5)C=6C=CC=CC6)([P](C=7C=CC=CC7)(C=8C=CC=CC8)C=9C=CC=CC9)[P](C=1C=CC=CC1)(C=1C=CC=CC1)C=1C=CC=CC1 (tetrakis(triphenylphosphine)palladium(0)). Solvent: COCCOC (1,2-dimethoxyethane). Yields the product CC1(CC=C(CC1)C1=C(C=C(C=C1)OC)[N+](=O)[O-])C (1-(4,4-Dimethylcyclohex-1-enyl)-4-methoxy-2-nitrobenzene). Reaction SMILES: Br[C:2]1[CH:7]=[CH:6][C:5]([O:8][CH3:9])=[CH:4][C:3]=1[N+:10]([O-:12])=[O:11].[CH3:13][C:14]1([CH3:29])[CH2:19][CH2:18][C:17](B2OC(C)(C)C(C)(C)O2)=[CH:16][CH2:15]1.P([O-])([O-])([O-])=O.[K+].[K+].[K+]>C1C=CC([P]([Pd]([P](C2C=CC=CC=2)(C2C=CC=CC=2)C2C=CC=CC=2)([P](C2C=CC=CC=2)(C2C=CC=CC=2)C2C=CC=CC=2)[P](C2C=CC=CC=2)(C2C=CC=CC=2)C2C=CC=CC=2)(C2C=CC=CC=2)C2C=CC=CC=2)=CC=1.COCCOC>[CH3:13][C:14]1([CH3:29])[CH2:19][CH2:18][C:17]([C:2]2[CH:7]=[CH:6][C:5]([O:8][CH3:9])=[CH:4][C:3]=2[N+:10]([O-:12])=[O:11])=[CH:16][CH2:15]1 |f:2.3.4.5,^1:41,43,62,81|. Procedure details: To a mixture of 4-bromo-3-nitroanisole (3.3 g, 14.1 mmol), 2-(4,4-dimethylcyclohex-1-enyl)-4,4,5,5-tetramethyl-[1,3,2]dioxaborolane (4.0 g, 16.9 mmol) prepared in Example (1b), tripotassium phosphate (4.5 g, 21.3 mmol) and 1,2-dimethoxyethane (30 mL) was added tetrakis(triphenylphosphine)palladium(0) (0.82 g, 0.71 mmol) with stirring at room temperature under a nitrogen atmosphere. The mixture was then stirred at an external temperature of 80° C. for 24 hours. Reactants: C(C)(C)(C)OC(N(C1=C2N=CN(C2=NC=N1)C1=CC=C(C=C1)[N+](=O)[O-])CCOC)=O ((2-methoxyethyl)-[9-(4-nitrophenyl)-9H-purin-6-yl]carbamic acid tert-butyl ester), ClC1=C(C=C(C=C1)N=C=O)C(F)(F)F (4-chloro-3-(trifluoromethyl)phenyl isocyanate). As a reaction SMILES: C(OC(=O)[N:7]([CH2:26][CH2:27][O:28][CH3:29])[C:8]1[N:16]=[CH:15][N:14]=[C:13]2[C:9]=1[N:10]=[CH:11][N:12]2[C:17]1[CH:22]=[CH:21][C:20]([N+:23]([O-])=O)=[CH:19][CH:18]=1)(C)(C)C.[Cl:31][C:32]1[CH:37]=[CH:36][C:35]([N:38]=[C:39]=[O:40])=[CH:34][C:33]=1[C:41]([F:44])([F:43])[F:42]>>[ClH:31].[Cl:31][C:32]1[CH:37]=[CH:36][C:35]([NH:38][C:39]([NH:23][C:20]2[CH:19]=[CH:18][C:17]([N:12]3[CH:11]=[N:10][C:9]4[C:13]3=[N:14][CH:15]=[N:16][C:8]=4[NH:7][CH2:26][CH2:27][O:28][CH3:29])=[CH:22][CH:21]=2)=[O:40])=[CH:34][C:33]=1[C:41]([F:42])([F:43])[F:44] |f:2.3|. Reported procedure: The title compound can be synthesized from (2-methoxyethyl)-[9-(4-nitrophenyl)-9H-purin-6-yl]carbamic acid tert-butyl ester and 4-chloro-3-(trifluoromethyl)phenyl isocyanate by the methods of Steps B and C of Example 1 and Example 30. Yields the product Cl.ClC1=C(C=C(C=C1)NC(=O)NC1=CC=C(C=C1)N1C2=NC=NC(=C2N=C1)NCCOC)C(F)(F)F (1-(4-chloro-3-(trifluoromethyl)phenyl)-3-{4-[6-(2-methoxy-ethylamino)purin-9-yl]-phenyl}urea hydrochloride). Starting materials: BrC=1C=C(CN(C(=O)C2=C(C=C(C(=C2)C(=O)O)C(=O)O)C(=O)O)[C@H]2CCCC3=CC=CC=C23)C=CC1 (5-({(3-bromobenzyl)[(1S)-1,2,3,4-tetrahydro-1-naphthalenyl]amino}carbonyl)-1,2,4-benzenetricarboxylic acid), S1C=C(C=C1)C=1C=C(C=CC1)B(O)O (3-(3-thienyl)phenylboronic acid). Product: [C@@H]1(CCCC2=CC=CC=C12)N(C(=O)C1=C(C=C(C(=C1)C(=O)O)C(=O)O)C(=O)O)CC1=CC(=CC=C1)C1=CSC=C1 (5-({(1S)-1,2,3,4-tetrahydro-1-naphthalenyl[3-(3-thienyl)benzyl]amino}carbonyl)-1,2,4-benzenetricarboxylic acid). As a reaction SMILES: Br[C:2]1[CH:3]=[C:4]([CH:34]=[CH:35][CH:36]=1)[CH2:5][N:6]([C@@H:24]1[C:33]2[C:28](=[CH:29][CH:30]=[CH:31][CH:32]=2)[CH2:27][CH2:26][CH2:25]1)[C:7]([C:9]1[CH:14]=[C:13]([C:15]([OH:17])=[O:16])[C:12]([C:18]([OH:20])=[O:19])=[CH:11][C:10]=1[C:21]([OH:23])=[O:22])=[O:8].[S:37]1[CH:41]=[CH:40][C:39](C2C=C(B(O)O)C=CC=2)=[CH:38]1>>[C@@H:24]1([N:6]([CH2:5][C:4]2[CH:34]=[CH:35][CH:36]=[C:2]([C:39]3[CH:40]=[CH:41][S:37][CH:38]=3)[CH:3]=2)[C:7]([C:9]2[CH:14]=[C:13]([C:15]([OH:17])=[O:16])[C:12]([C:18]([OH:20])=[O:19])=[CH:11][C:10]=2[C:21]([OH:23])=[O:22])=[O:8])[C:33]2[C:28](=[CH:29][CH:30]=[CH:31][CH:32]=2)[CH2:27][CH2:26][CH2:25]1. Procedure details: The product from Example 15B (165 mg, 0.3 mmol) and 3-(3-thienyl)phenylboronic acid were processed as described in Example 85 to provide the title compound.